Dataset: the Open Reaction Database (ORD), a public repository of structured organic reaction records. Task: describe an organic reaction: reactants, conditions, products, and yield Reactants: CCCn1c(=S)[nH]c(=O)c2[nH]c(C3CC3)nc21, [Na+], [OH-], S=P12SP3(=S)SP(=S)(S1)SP(=S)(S2)S3, c1ccncc1. Yields the product CCCn1c(=S)[nH]c(=S)c2[nH]c(C3CC3)nc21. Reaction SMILES: [CH:1]1([c:4]2[n:5][c:6]3[n:7]([CH2:15][CH2:16][CH3:17])[c:8](=[S:14])[nH:9][c:10](=[O:13])[c:11]3[nH:12]2)[CH2:2][CH2:3]1.[Na+:33].[OH-:32].[P:18]12(=[S:19])[S:20][P:21]3(=[S:31])[S:22][P:23](=[S:29])([S:24][P:25](=[S:28])([S:26]3)[S:27]1)[S:30]2.[cH:34]1[cH:35][cH:36][n:37][cH:38][cH:39]1>>[CH:1]1([c:4]2[n:5][c:6]3[n:7]([CH2:15][CH2:16][CH3:17])[c:8](=[S:14])[nH:9][c:10](=[S:19])[c:11]3[nH:12]2)[CH2:2][CH2:3]1. Starting materials: CN(C=O)C (dimethylformamide), OC1=CC2=C(CCC3CC(N(N=C23)C2=CC=C(C=C2)C)=O)C=C1 (9-hydroxy-2-(4-methylphenyl)-4,4a,5,6-tetrahydrobenzo[h]cinnolin-3(2H)-one), [H-].[Na+] (sodium hydride), CN(CCCCl)C (3-dimethylaminopropyl chloride). Run in O (water). Yields the product CN(CCCOC1=CC2=C(CCC3CC(N(N=C23)C2=CC=C(C=C2)C)=O)C=C1)C (9-(3-dimethylaminopropoxy)-2-(4-methylphenyl)-4,4a,5,6-tetrahydrobenzo[h]cinnolin-3(2H)-one). The yield is 92.4%. RXN SMILES: CN(C)C=O.[OH:6][C:7]1[CH:28]=[CH:27][C:10]2[CH2:11][CH2:12][CH:13]3[C:18]([C:9]=2[CH:8]=1)=[N:17][N:16]([C:19]1[CH:24]=[CH:23][C:22]([CH3:25])=[CH:21][CH:20]=1)[C:15](=[O:26])[CH2:14]3.[H-].[Na+].[CH3:31][N:32]([CH3:37])[CH2:33][CH2:34][CH2:35]Cl>O>[CH3:31][N:32]([CH3:37])[CH2:33][CH2:34][CH2:35][O:6][C:7]1[CH:28]=[CH:27][C:10]2[CH2:11][CH2:12][CH:13]3[C:18]([C:9]=2[CH:8]=1)=[N:17][N:16]([C:19]1[CH:24]=[CH:23][C:22]([CH3:25])=[CH:21][CH:20]=1)[C:15](=[O:26])[CH2:14]3 |f:2.3|. Reported procedure: To 60 ml of dry dimethylformamide is added 6.1 g of 9-hydroxy-2-(4-methylphenyl)-4,4a,5,6-tetrahydrobenzo[h]cinnolin-3(2H)-one, and 0.96 g of 60% sodium hydride is added thereto while stirring at room temperature. After stirring at room temperature for 1 hour, 2.8 g of 3-dimethylaminopropyl chloride is added to the mixture. After the mixture is stirred over water bath under heating at 40°-50° C. for 5 hours, the reaction mixture is poured into a large amount of water, followed by extraction with...